This data is from the Open Reaction Database (ORD), a public repository of structured organic reaction records. The task is: describe an organic reaction: reactants, conditions, products, and yield Procedure: 50 mg (0.11 mmol) of 3-(2-{[(3R)-1-azabicyclo[2.2.2]oct-3-ylamino]carbonyl}-1-benzothien-7-yl)benzoic acid hydrochloride (Example 75) and 20.1 mg (0.23 mmol) of (2-methoxyethyl)methylamine are reacted together by general method E. 20.5 mg (31.8% of theory) of the title compound are obtained. As a reaction SMILES: [ClH:1].[N:2]12[CH2:9][CH2:8][CH:5]([CH2:6][CH2:7]1)[C@@H:4]([NH:10][C:11]([C:13]1[S:14][C:15]3[C:21]([C:22]4[CH:23]=[C:24]([CH:28]=[CH:29][CH:30]=4)[C:25](O)=[O:26])=[CH:20][CH:19]=[CH:18][C:16]=3[CH:17]=1)=[O:12])[CH2:3]2.[CH3:31][O:32][CH2:33][CH2:34][NH:35][CH3:36]>>[ClH:1].[N:2]12[CH2:9][CH2:8][CH:5]([CH2:6][CH2:7]1)[C@@H:4]([NH:10][C:11]([C:13]1[S:14][C:15]3[C:21]([C:22]4[CH:30]=[CH:29][CH:28]=[C:24]([C:25]([N:35]([CH2:34][CH2:33][O:32][CH3:31])[CH3:36])=[O:26])[CH:23]=4)=[CH:20][CH:19]=[CH:18][C:16]=3[CH:17]=1)=[O:12])[CH2:3]2 |f:0.1,3.4|. The reactants are Cl.N12C[C@@H](C(CC1)CC2)NC(=O)C=2SC1=C(C2)C=CC=C1C=1C=C(C(=O)O)C=CC1 (3-(2-{[(3R)-1-Azabicyclo[2.2.2]oct-3-ylamino]carbonyl}-1-benzothien-7-yl)-benzoic acid hydrochloride), COCCNC ((2-methoxyethyl)methylamine). Product: Cl.N12C[C@@H](C(CC1)CC2)NC(=O)C=2SC1=C(C2)C=CC=C1C1=CC(=CC=C1)C(=O)N(C)CCOC (N-[(3R)-1-Azabicyclo[2.2.2]oct-3-yl]-7-(3-{[(2-methoxyethyl)(methyl)amino]-carbonyl}phenyl)-1-benzothiophene-2-carboxamide hydrochloride). Starting materials: CC(C)(C)OC(=O)N1CCNCC1, O=C([O-])[O-], CS(C)=O, CCCCCC, Cc1cc(F)ccc1[N+](=O)[O-], [K+], [K+], O. Product: Cc1cc(N2CCN(C(=O)OC(C)(C)C)CC2)ccc1[N+](=O)[O-]. As a reaction SMILES: [C:12]([CH3:13])([CH3:14])([CH3:15])[O:16][C:17](=[O:18])[N:19]1[CH2:20][CH2:21][NH:22][CH2:23][CH2:24]1.[C:25](=[O:26])([O-:27])[O-:28].[CH3:32][S:33]([CH3:34])=[O:35].[CH3:36][CH2:37][CH2:38][CH2:39][CH2:40][CH3:41].[F:1][c:2]1[cH:3][cH:4][c:5]([N+:9](=[O:10])[O-:11])[c:6]([CH3:8])[cH:7]1.[K+:29].[K+:30].[OH2:31]>>[c:2]1([N:22]2[CH2:21][CH2:20][N:19]([C:17]([O:16][C:12]([CH3:13])([CH3:14])[CH3:15])=[O:18])[CH2:24][CH2:23]2)[cH:3][cH:4][c:5]([N+:9](=[O:10])[O-:11])[c:6]([CH3:8])[cH:7]1. The reactants are BrCC(=O)C1=CC(=C(NS(=O)(=O)C)C=C1)SC1=C(C=C(C=C1)F)F (4'-bromoacetyl-2'-(2,4-difluorophenylthio)methanesulfonanilide), NC(=S)N (thiourea). The solvent is CO (methanol). Yields the product Br.NC=1SC=C(N1)C1=CC(=C(NS(=O)(=O)C)C=C1)SC1=C(C=C(C=C1)F)F (4'-(2-amino-4-thiazolyl)-2'-(2,4-difluorophenylthio)methanesulfonanilide hydrobromide). As a reaction SMILES: [Br:1][CH2:2][C:3]([C:5]1[CH:15]=[CH:14][C:8]([NH:9][S:10]([CH3:13])(=[O:12])=[O:11])=[C:7]([S:16][C:17]2[CH:22]=[CH:21][C:20]([F:23])=[CH:19][C:18]=2[F:24])[CH:6]=1)=O.[NH2:25][C:26]([NH2:28])=[S:27]>CO>[BrH:1].[NH2:28][C:26]1[S:27][CH:2]=[C:3]([C:5]2[CH:15]=[CH:14][C:8]([NH:9][S:10]([CH3:13])(=[O:12])=[O:11])=[C:7]([S:16][C:17]3[CH:22]=[CH:21][C:20]([F:23])=[CH:19][C:18]=3[F:24])[CH:6]=2)[N:25]=1 |f:3.4|. Procedure details: A mixture of 4'-bromoacetyl-2'-(2,4-difluorophenylthio)methanesulfonanilide and thiourea (0.58 g) in methanol (15 ml) was refluxed for 1 hour, and then cooled. The precipitates were filtered, washed with ethanol and dried to give crystals of 4'-(2-amino-4-thiazolyl)-2'-(2,4-difluorophenylthio)methanesulfonanilide hydrobromide (1.9 g). Starting materials: ClC1=CC(=C(C(=C1)OC)C1CCCC(N1)=O)OC (6-(4-chloro-2,6-dimethoxyphenyl)piperidin-2-one), BrCC1=CC=C(C=C1)OC(F)(F)F (1-(bromomethyl)-4-(trifluoromethoxy)benzene). RXN SMILES: [Cl:1][C:2]1[CH:7]=[C:6]([O:8][CH3:9])[C:5]([CH:10]2[NH:15][C:14](=[O:16])[CH2:13][CH2:12][CH2:11]2)=[C:4]([O:17][CH3:18])[CH:3]=1.Br[CH2:20][C:21]1[CH:26]=[CH:25][C:24]([O:27][C:28]([F:31])([F:30])[F:29])=[CH:23][CH:22]=1>>[Cl:1][C:2]1[CH:3]=[C:4]([O:17][CH3:18])[C:5]([CH:10]2[N:15]([CH2:20][C:21]3[CH:26]=[CH:25][C:24]([O:27][C:28]([F:29])([F:30])[F:31])=[CH:23][CH:22]=3)[C:14](=[O:16])[CH2:13][CH2:12][CH2:11]2)=[C:6]([O:8][CH3:9])[CH:7]=1. Reported procedure: Prepared according to the described general procedure 4 (GP4) by reaction of 6-(4-chloro-2,6-dimethoxyphenyl)piperidin-2-one with commercially available 1-(bromomethyl)-4-(trifluoromethoxy)benzene. Subsequent purification by preparative HPLC afforded the target compound. LC-MS (conditions E): tR=0.84 min.; [M+H]+: 444.09 g/mol. The product is ClC1=CC(=C(C(=C1)OC)C1CCCC(N1CC1=CC=C(C=C1)OC(F)(F)F)=O)OC (6-(4-chloro-2,6-dimethoxyphenyl)-1-(4-(trifluoromethoxy)benzyl)piperidin-2-one). The reactants are O=C1NC2=CC(=CC=C2C(N1C1=CC=CC=C1)=O)C(=O)OC (methyl 2,4-dioxo-3-phenyl-1,2,3,4-tetrahydroquinazoline-7-carboxylate), P(=O)(Cl)(Cl)Cl (phosphoryl chloride), C(C)(C)N(C(C)C)CC (N,N-diisopropylethylamine). Run at temperature 120 celsius, time 8 hour. Yields the product ClC1=NC2=CC(=CC=C2C(N1C1=CC=CC=C1)=O)C(=O)OC (methyl 2-chloro-4-oxo-3-phenyl-3,4-dihydroquinazoline-7-carboxylate). Isolated yield 77.2%. As a reaction SMILES: O=[C:2]1[N:11]([C:12]2[CH:17]=[CH:16][CH:15]=[CH:14][CH:13]=2)[C:10](=[O:18])[C:9]2[C:4](=[CH:5][C:6]([C:19]([O:21][CH3:22])=[O:20])=[CH:7][CH:8]=2)[NH:3]1.P(Cl)(Cl)([Cl:25])=O.C(N(CC)C(C)C)(C)C>>[Cl:25][C:2]1[N:11]([C:12]2[CH:17]=[CH:16][CH:15]=[CH:14][CH:13]=2)[C:10](=[O:18])[C:9]2[C:4](=[CH:5][C:6]([C:19]([O:21][CH3:22])=[O:20])=[CH:7][CH:8]=2)[N:3]=1. Reported procedure: Into a round bottom flask was added methyl 2,4-dioxo-3-phenyl-1,2,3,4-tetrahydroquinazoline-7-carboxylate (0.21 g, 0.70 mmol) dissolved in phosphoryl chloride (3.0 mL, 32.2 mmol) and N,N-diisopropylethylamine (0.27 mL, 1.6 mmol). The reaction mixture was heated to 120° C. and stirred overnight. The mixture was then cooled to rt and concentrated. The residue was poured over ice and the resulting solid was filtered and washed with water to afford methyl 2-chloro-4-oxo-3-phenyl-3,4-dihydroquinazoli...